This data is from the Open Reaction Database (ORD), a public repository of structured organic reaction records. The task is: describe an organic reaction: reactants, conditions, products, and yield Starting materials: CCOC(=O)CCCCCOS(=O)(=O)c1ccc(C)cc1, CC(C)(C)[O-], CCO, OCCCC(F)(F)C(F)(F)F, [K+], C1CCOC1. Yields the product CCOC(=O)CCCCCOCCCC(F)(F)C(F)(F)F. RXN SMILES: [CH3:1][c:2]1[cH:3][cH:4][c:5]([S:6](=[O:7])(=[O:8])[O:11][CH2:12][CH2:13][CH2:14][CH2:15][CH2:16][C:17](=[O:18])[O:19][CH2:20][CH3:21])[cH:9][cH:10]1.[CH3:33][C:34]([CH3:35])([O-:36])[CH3:37].[CH3:39][CH2:40][OH:41].[F:22][C:23]([CH2:24][CH2:25][CH2:26][OH:27])([C:28]([F:29])([F:30])[F:31])[F:32].[K+:38].[O:42]1[CH2:43][CH2:44][CH2:45][CH2:46]1>>[O:11]([CH2:12][CH2:13][CH2:14][CH2:15][CH2:16][C:17](=[O:18])[O:19][CH2:20][CH3:21])[CH2:26][CH2:25][CH2:24][C:23]([F:22])([C:28]([F:29])([F:30])[F:31])[F:32]. The reactants are COC(COC1=C2CCCOC2=C(C=C1)SCC1=CC=C(C=C1)OCC1=C(C=CC(=C1)Cl)Cl)=O ({8-[4-(2,5-Dichloro-benzyloxy)-benzylsulfanyl]-chroman-5-yloxy}-acetic acid methyl ester), [K+].[Br-] (KBr). Product: ClC1=C(COC2=CC=C(CSC=3C=CC(=C4CCCOC34)OCC(=O)O)C=C2)C=C(C=C1)Cl ({8-[4-(2,5-Dichloro-benzyloxy)-benzylsulfanyl]-chroman-5-yloxy}-acetic acid). As a reaction SMILES: C[O:2][C:3](=[O:34])[CH2:4][O:5][C:6]1[CH:15]=[CH:14][C:13]([S:16][CH2:17][C:18]2[CH:23]=[CH:22][C:21]([O:24][CH2:25][C:26]3[CH:31]=[C:30]([Cl:32])[CH:29]=[CH:28][C:27]=3[Cl:33])=[CH:20][CH:19]=2)=[C:12]2[C:7]=1[CH2:8][CH2:9][CH2:10][O:11]2.[K+].[Br-]>>[Cl:33][C:27]1[CH:28]=[CH:29][C:30]([Cl:32])=[CH:31][C:26]=1[CH2:25][O:24][C:21]1[CH:22]=[CH:23][C:18]([CH2:17][S:16][C:13]2[CH:14]=[CH:15][C:6]([O:5][CH2:4][C:3]([OH:34])=[O:2])=[C:7]3[C:12]=2[O:11][CH2:10][CH2:9][CH2:8]3)=[CH:19][CH:20]=1 |f:1.2|. Procedure details: The title compound was prepared in the manner analogous to Example 1 using 85A. mp 98-100° C.; IR (KBr) cm−1: 3038, 2854, 1729, 1508, 1240, 1124; 400 MHz 1H NMR (DMSO-d6): δ 12.95 (br(s), 1H), 7.57-7.62 (m, 1H), 7.39-7.53 (m, 2H); 7.12-7.20 (m, 2H), 6.84-6.96 (m, 3H), 6.26 (d, 1H, J=8.6 Hz), 5.05 (s, 2H), 4.58 (s, 2H), 4.09 (t, 2H, J=4.9 Hz), 3.92 (s, 2H), 2.55 (t, 2H, J=6.5 Hz), 1.83 (pentet, 2H); MS m/z 503 (M−1). Anal. Calc'd for C25H22Cl2O5S: C, 59.41; H, 4.39. found: C, 59.20; H, 4.20. Reactants: ClC1=CC2=C(SC=C2CN2C(N(CC2)C=2SC(=C(N2)C)C(=O)O)=O)C=C1 (2-(3-((5-chlorobenzo[b]thiophen-3-yl)methyl)-2-oxoimidazolidin-1-yl)-4-methylthiazole-5-carboxylic acid), ON1N=NC2=C1C=CC=C2 (1-hydroxy benzotriazole), CN(CCCN=C=NCC)C (N-(3-dimethylaminopropyl)-N′-ethylcarbodiimide), C(C)(C)N(CC)C(C)C (diisopropylethylamine), NCC=1C=NC=CC1 (3-(aminomethyl)pyridine). The solvent is CN(C=O)C (N,N-dimethylformamide). Reaction conditions: time 16 hour. Yields the product ClC1=CC2=C(SC=C2CN2C(N(CC2)C=2SC(=C(N2)C)C(=O)NCC=2C=NC=CC2)=O)C=C1 (2-(3-((5-chlorobenzo[b]thiophen-3-yl)methyl)-2-oxoimidazolidin-1-yl)-4-methyl-N-(pyridin-3-ylmethyl)thiazole-5-carboxamide). Yield: 45.0%. RXN SMILES: [Cl:1][C:2]1[CH:26]=[CH:25][C:5]2[S:6][CH:7]=[C:8]([CH2:9][N:10]3[CH2:14][CH2:13][N:12]([C:15]4[S:16][C:17]([C:21]([OH:23])=O)=[C:18]([CH3:20])[N:19]=4)[C:11]3=[O:24])[C:4]=2[CH:3]=1.ON1C2C=CC=CC=2N=N1.CN(C)CCCN=C=NCC.C(N(C(C)C)CC)(C)C.[NH2:57][CH2:58][C:59]1[CH:60]=[N:61][CH:62]=[CH:63][CH:64]=1>CN(C)C=O>[Cl:1][C:2]1[CH:26]=[CH:25][C:5]2[S:6][CH:7]=[C:8]([CH2:9][N:10]3[CH2:14][CH2:13][N:12]([C:15]4[S:16][C:17]([C:21]([NH:57][CH2:58][C:59]5[CH:60]=[N:61][CH:62]=[CH:63][CH:64]=5)=[O:23])=[C:18]([CH3:20])[N:19]=4)[C:11]3=[O:24])[C:4]=2[CH:3]=1. Procedure: To a solution of 2-(3-((5-chlorobenzo[b]thiophen-3-yl)methyl)-2-oxoimidazolidin-1-yl)-4-methylthiazole-5-carboxylic acid (0.55 g, 1.35 mmol) in anhydrous N,N-dimethylformamide (10 mL) was added 1-hydroxy benzotriazole (0.22 g, 1.62 mmol), N-(3-dimethylaminopropyl)-N′-ethylcarbodiimide (0.31 g, 1.62 mmol), diisopropylethylamine (0.85 mL, 4.87 mmol) and 3-(aminomethyl)pyridine (0.17 mL, 1.62 mmol). The resulting solution was stirred at ambient temperature for 16 hours, then concentrated in vacuo. ... Starting materials: CC(C)O, COC(=O)c1cc(-c2ncc(C(F)(F)F)cc2Cl)ccc1Cl, [Na]. Product: CC(C)OC(=O)c1cc(-c2ncc(C(F)(F)F)cc2Cl)ccc1Cl. As a reaction SMILES: [CH:24]([CH3:25])([CH3:26])[OH:27].[Cl:2][c:3]1[c:4](-[c:13]2[cH:14][c:15]([C:20](=[O:21])[O:22][CH3:23])[c:16]([Cl:19])[cH:17][cH:18]2)[n:5][cH:6][c:7]([C:9]([F:10])([F:11])[F:12])[cH:8]1.[Na:1]>>[Cl:2][c:3]1[c:4](-[c:13]2[cH:14][c:15]([C:20](=[O:21])[O:27][CH:24]([CH3:25])[CH3:26])[c:16]([Cl:19])[cH:17][cH:18]2)[n:5][cH:6][c:7]([C:9]([F:10])([F:11])[F:12])[cH:8]1. Starting materials: [BH4-].[Na+] (sodium borohydride), ClC1=CC=C(C=C1)C1(CCC1)C(CC(CC)(O)CC)=NO (1-[1-(4-chlorophenyl)cyclobutyl]-3-ethyl-3-hydroxypentan-1-one oxime), N (ammonia), O (water). Reagents/catalysts: [Ti](Cl)(Cl)(Cl)Cl (Titanium (IV) chloride). Run in COCCOC (1,2-dimethoxyethane), COCCOC (1,2-dimethoxyethane). Conditions: temperature 0 celsius, time 30 minute. Product: ClC1=CC=C(C=C1)C1(CCC1)C(CC(CC)(O)CC)=N (1-[1-(4-chlorophenyl)cyclobutyl]-3-ethyl-1-iminopentan-3-ol). As a reaction SMILES: [BH4-].[Na+].[Cl:3][C:4]1[CH:9]=[CH:8][C:7]([C:10]2([C:14](=[N:22]O)[CH2:15][C:16]([CH2:20][CH3:21])([OH:19])[CH2:17][CH3:18])[CH2:13][CH2:12][CH2:11]2)=[CH:6][CH:5]=1.O.N>COCCOC.[Ti](Cl)(Cl)(Cl)Cl>[Cl:3][C:4]1[CH:5]=[CH:6][C:7]([C:10]2([C:14](=[NH:22])[CH2:15][C:16]([CH2:20][CH3:21])([OH:19])[CH2:17][CH3:18])[CH2:11][CH2:12][CH2:13]2)=[CH:8][CH:9]=1 |f:0.1|. Procedure details: Titanium (IV) chloride (3.9 ml) was added dropwise to stirred dry 1,2-dimethoxyethane (68 ml) cooled to 0° C. under nitrogen. The temperature was maintained at 0° C. and powdered sodium borohydride (2.7 g) was added. A solution of 1-[1-(4-chlorophenyl)cyclobutyl]-3-ethyl-3-hydroxypentan-1-one oxime (5.2 g) in dry 1,2-dimethoxyethane (17 ml) was then added dropwise under nitrogen and the mixture stirred for 30 minutes at 0° C. and then at ambient temperature for 14 hours. After cooling the mixtur... The reactants are COc1cc(N2CCN(C(=O)Cn3nc(C(F)(F)F)c(Cl)c3C)CC2)c(C(C)O)cc1Cl, O=[Cr](=O)([O-])O[Cr](=O)(=O)[O-], c1ccncc1, c1cc[nH+]cc1, c1cc[nH+]cc1. Product: COc1cc(N2CCN(C(=O)Cn3nc(C(F)(F)F)c(Cl)c3C)CC2)c(C(C)=O)cc1Cl. RXN SMILES: [Cl:1][c:2]1[cH:3][c:4]([CH:30]([CH3:31])[OH:32])[c:5]([N:10]2[CH2:11][CH2:12][N:13]([C:16]([CH2:17][n:18]3[n:19][c:20]([C:25]([F:26])([F:27])[F:28])[c:21]([Cl:24])[c:22]3[CH3:23])=[O:29])[CH2:14][CH2:15]2)[cH:6][c:7]1[O:8][CH3:9].[Cr:33]([O:34][Cr:35]([O-:36])(=[O:37])=[O:38])([O-:39])(=[O:40])=[O:41].[cH:54]1[cH:55][cH:56][n:57][cH:58][cH:59]1.[nH+:42]1[cH:43][cH:44][cH:45][cH:46][cH:47]1.[nH+:48]1[cH:49][cH:50][cH:51][cH:52][cH:53]1>>[Cl:1][c:2]1[cH:3][c:4]([C:30]([CH3:31])=[O:32])[c:5]([N:10]2[CH2:11][CH2:12][N:13]([C:16]([CH2:17][n:18]3[n:19][c:20]([C:25]([F:26])([F:27])[F:28])[c:21]([Cl:24])[c:22]3[CH3:23])=[O:29])[CH2:14][CH2:15]2)[cH:6][c:7]1[O:8][CH3:9]. Reactants: 1.3-dihydro-1-phenyl, N=1C(N=C2C1C=CC=C2)=O (benzimidazol-2-one), C(C#C)Br (propargyl bromide). Solvent: CN(C=O)C (dimethylformamide). Run at time 15 minute. The product is C1(=CC=CC=C1)N1C(N(C2=C1C=CC=C2)CC#C)=O (1.3-dihydro-1-phenyl-3-(2-propynyl)-2H-benzimidazol-2 one). As a reaction SMILES: [N:1]1[C:2](=[O:10])[N:3]=[C:4]2[CH:9]=[CH:8][CH:7]=[CH:6][C:5]=12.[CH2:11](Br)[C:12]#[CH:13]>CN(C)C=O>[C:12]1([N:1]2[C:5]3[CH:6]=[CH:7][CH:8]=[CH:9][C:4]=3[N:3]([CH2:8][C:7]#[CH:6])[C:2]2=[O:10])[CH:13]=[CH:9][CH:4]=[CH:5][CH:11]=1. Procedure: 1.76 g (15.7 mmol) was added to a solution of 3 g (14.2 mmol) of 1.3-dihydro-1-phenyl 2H. benzimidazol-2-one in 30 ml of dimethylformamide and the mixture was stirred under nitrogen for 15 minutes. propargyl bromide, 1.4 ml (15 mmol) was then added and stirring was continued for 30 minutes at room temperature and 15 minutes on the steam bath. The product was precipitated by dilution with saturated aqueous sodium bicarbonate solution and was filtered off, washed with water and sucked dry. It was ... Yields the product NCCOCc1ccccc1, Cl. Reactants: NCCO, Cc1ccccc1, CC(C)O, ClCc1ccccc1, Cl, [Na]. Reaction SMILES: [CH2:2]([OH:3])[CH2:4][NH2:5].[CH3:19][c:20]1[cH:21][cH:22][cH:23][cH:24][cH:25]1.[CH:15]([OH:16])([CH3:17])[CH3:18].[Cl:7][CH2:8][c:9]1[cH:10][cH:11][cH:12][cH:13][cH:14]1.[ClH:1].[Na:6]>>[CH2:2]([O:3][CH2:8][c:9]1[cH:10][cH:11][cH:12][cH:13][cH:14]1)[CH2:4][NH2:5].[ClH:7].